This data is from the Open Reaction Database (ORD), a public repository of structured organic reaction records. The task is: describe an organic reaction: reactants, conditions, products, and yield Reactants: ClC1=CC=C2C(=CNC2=C1)C(=O)N1CCC(CC1)C1=C(C=CC=C1)OC(C)C ((6-chloro-1H-indol-3-yl)-[4-(2-isopropoxy-phenyl)-piperidin-1-yl]-methanone), ClCC(=O)N1CCN(CC1)C (2-chloro-1-(4-methyl-piperazin-1-yl)-ethanone). Yields the product ClC1=CC=C2C(=CN(C2=C1)CC(=O)N1CCN(CC1)C)C(=O)N1CCC(CC1)C1=C(C=CC=C1)OC(C)C (2-{6-Chloro-3-[4-(2-isopropoxy-phenyl)-piperidine-1-carbonyl]-indol-1-yl}-1-(4-methyl-piperazin-1-yl)-ethanone). RXN SMILES: [Cl:1][C:2]1[CH:10]=[C:9]2[C:5]([C:6]([C:11]([N:13]3[CH2:18][CH2:17][CH:16]([C:19]4[CH:24]=[CH:23][CH:22]=[CH:21][C:20]=4[O:25][CH:26]([CH3:28])[CH3:27])[CH2:15][CH2:14]3)=[O:12])=[CH:7][NH:8]2)=[CH:4][CH:3]=1.Cl[CH2:30][C:31]([N:33]1[CH2:38][CH2:37][N:36]([CH3:39])[CH2:35][CH2:34]1)=[O:32]>>[Cl:1][C:2]1[CH:10]=[C:9]2[C:5]([C:6]([C:11]([N:13]3[CH2:18][CH2:17][CH:16]([C:19]4[CH:24]=[CH:23][CH:22]=[CH:21][C:20]=4[O:25][CH:26]([CH3:28])[CH3:27])[CH2:15][CH2:14]3)=[O:12])=[CH:7][N:8]2[CH2:30][C:31]([N:33]2[CH2:38][CH2:37][N:36]([CH3:39])[CH2:35][CH2:34]2)=[O:32])=[CH:4][CH:3]=1. Procedure: Following general procedure II, the alkylation of (6-chloro-1H-indol-3-yl)-[4-(2-isopropoxy-phenyl)-piperidin-1-yl]-methanone (preparation described herein), with (commercially available) 2-chloro-1-(4-methyl-piperazin-1-yl)-ethanone gave the title compound. Starting materials: C1CCOC1, CN(C)CCCN, CCN(C(C)C)C(C)C, Cc1ccc(F)cc1C1NC(=O)CC(c2cc(Cl)ccc2OC(C)(C)CO)C12C(=O)Nc1cc(Cl)ccc12, On1nnc2ccccc21. Product: Cc1ccc(F)cc1C1NC(=O)CC(c2cc(Cl)ccc2OC(C)(C)C(=O)NCCCN(C)C)C12C(=O)Nc1cc(Cl)ccc12. RXN SMILES: [CH2:65]1[O:66][CH2:67][CH2:68][CH2:69]1.[CH3:58][N:59]([CH2:60][CH2:61][CH2:62][NH2:63])[CH3:64].[CH:49]([N:50]([CH2:51][CH3:52])[CH:53]([CH3:54])[CH3:55])([CH3:56])[CH3:57].[Cl:1][c:2]1[cH:3][cH:4][c:5]2[c:9]([cH:10]1)[NH:8][C:7](=[O:11])[C:6]21[CH:12]([c:31]2[c:32]([CH3:38])[cH:33][cH:34][c:35]([F:37])[cH:36]2)[NH:13][C:14](=[O:30])[CH2:15][CH:16]1[c:17]1[c:18]([O:24][C:25]([CH2:26][OH:27])([CH3:28])[CH3:29])[cH:19][cH:20][c:21]([Cl:23])[cH:22]1.[OH:39][n:40]1[c:41]2[c:42]([cH:43][cH:44][cH:45][cH:46]2)[n:47][n:48]1>>[Cl:1][c:2]1[cH:3][cH:4][c:5]2[c:9]([cH:10]1)[NH:8][C:7](=[O:11])[C:6]21[CH:12]([c:31]2[c:32]([CH3:38])[cH:33][cH:34][c:35]([F:37])[cH:36]2)[NH:13][C:14](=[O:30])[CH2:15][CH:16]1[c:17]1[c:18]([O:24][C:25]([C:26](=[O:27])[NH:63][CH2:62][CH2:61][CH2:60][N:59]([CH3:58])[CH3:64])([CH3:28])[CH3:29])[cH:19][cH:20][c:21]([Cl:23])[cH:22]1. Reactants: ClC=1C=CC2=C(C(=[N+](CC(N2)=C[N+](=O)[O-])[O-])C2=C(C=CC=C2)F)C1 (7-Chloro-5-(2-fluorophenyl)-1,3-dihydro-2-nitromethylene-2H-1,4-benzodiazepine-4-oxide), N(=O)[O-].[Na+] (sodium nitrite), N(=O)[O-].[Na+] (sodium nitrite). Solvent: C(C)(=O)O (acetic acid), O (water), O (water). Conditions: time 2 hour. Yields the product ClC=1C=CC2=C(C(=[N+](CC(=N2)C(=NO)[N+](=O)[O-])[O-])C2=C(C=CC=C2)F)C1 (7-Chloro-5-(2-fluorophenyl)-N-hydroxy-α-nitro-3H-1,4 -benzodiazepine-2-methanimine 4-oxide). RXN SMILES: [Cl:1][C:2]1[CH:3]=[CH:4][C:5]2[NH:11][C:10](=[CH:12][N+:13]([O-:15])=[O:14])[CH2:9][N+:8]([O-:16])=[C:7]([C:17]3[CH:22]=[CH:21][CH:20]=[CH:19][C:18]=3[F:23])[C:6]=2[CH:24]=1.[N:25]([O-])=[O:26].[Na+]>C(O)(=O)C.O>[Cl:1][C:2]1[CH:3]=[CH:4][C:5]2[N:11]=[C:10]([C:12]([N+:13]([O-:15])=[O:14])=[N:25][OH:26])[CH2:9][N+:8]([O-:16])=[C:7]([C:17]3[CH:22]=[CH:21][CH:20]=[CH:19][C:18]=3[F:23])[C:6]=2[CH:24]=1 |f:1.2|. Reported procedure: 7-Chloro-5-(2-fluorophenyl)-1,3-dihydro-2-nitromethylene-2H-1,4-benzodiazepine-4-oxide* 7 g (0.02 mole), was dissolved by heating in 250 ml of glacial acetic acid. The solution was cooled with tap water and when the temperature reached 70° C. the addition of 1.9 g (0.0275 mole) of sodium nitrite was started. The sodium nitrite was added over a period of 10 min while cooling was continued. Following the addition, the mixture was stirred for 11/2 hr at room temperature, diluted with water and extr... Reactants: C(C)(=O)C1=CC(=C2C=CC=NC2=C1N1C[C@H](CC1)NC(C(C)C)=O)Cl (N-[(3S)-1-(7-acetyl-5-chloroquinolin-8-yl)pyrrolidin-3-yl]-2-methylpropanamide), C(C)(=O)[O-].[NH4+] (ammonium acetate), C(#N)[BH3-].[Na+] (sodium cyanoborohydride), O1CCCC1 (tetrahydrofuran). The solvent is CO (methanol), C(C)#N (acetonitrile). Conditions: temperature 65 celsius. The product is NC(C)C1=CC(=C2C=CC=NC2=C1N1C[C@H](CC1)NC(C(C)C)=O)Cl (N-{(3S)-1-[7-(1-Aminoethyl)-5-chloroquinolin-8-yl)pyrrolidin-3-yl}-2-methylpropanamide). RXN SMILES: [C:1]([C:4]1[C:13]([N:14]2[CH2:18][CH2:17][C@H:16]([NH:19][C:20](=[O:24])[CH:21]([CH3:23])[CH3:22])[CH2:15]2)=[C:12]2[C:7]([CH:8]=[CH:9][CH:10]=[N:11]2)=[C:6]([Cl:25])[CH:5]=1)(=O)[CH3:2].C([O-])(=O)C.[NH4+].C([BH3-])#[N:32].[Na+].O1CCCC1>CO.C(#N)C>[NH2:32][CH:1]([C:4]1[C:13]([N:14]2[CH2:18][CH2:17][C@H:16]([NH:19][C:20](=[O:24])[CH:21]([CH3:23])[CH3:22])[CH2:15]2)=[C:12]2[C:7]([CH:8]=[CH:9][CH:10]=[N:11]2)=[C:6]([Cl:25])[CH:5]=1)[CH3:2] |f:1.2,3.4|. Procedure details: A mixture of N-[(3S)-1-(7-acetyl-5-chloroquinolin-8-yl)pyrrolidin-3-yl]-2-methylpropanamide (0.031 g, 0.086 mmol) and ammonium acetate (0.066 g, 0.86 mmol) in methanol (0.3 mL) and acetonitrile (0.3 mL) was heated at 65° C. in a sealed tube for 1 hour. After cooling to room temperature, to the resulting mixture was added 1.0 M sodium cyanoborohydride in tetrahydrofuran (0.21 mL, 0.21 mmol). The reaction was heated at 65° C. overnight and then cooled to room temperature. The mixture was quenched ... Starting materials: C(C)(=O)OCC (ethyl acetate), C(CC)C1=CC=C(N)C=C1 (4-propylaniline), OOS(=O)[O-].[K+] (oxone). Run in hexanes, ClCCl (dichloromethane), O (H2O). Reaction conditions: time 1 hour. The product is N(=O)C1=CC=C(C=C1)CCC (nitrosyl-4-propylbenzene). Reaction SMILES: [CH2:1]([C:4]1[CH:10]=[CH:9][C:7]([NH2:8])=[CH:6][CH:5]=1)[CH2:2][CH3:3].[OH:11]OS([O-])=O.[K+].C(OCC)(=O)C>ClCCl.O>[N:8]([C:7]1[CH:9]=[CH:10][C:4]([CH2:1][CH2:2][CH3:3])=[CH:5][CH:6]=1)=[O:11] |f:1.2|. Reported procedure: To a solution of 4-propylaniline (541 μl, 3.7 mmol) in dichloromethane (12.5 ml) was added a solution of oxone (4.55 g, 7.4 mmol) in H2O (50 ml). The biphasic mixture was stirred vigorously under nitrogen for 1 h, at which time the color had become deep aqua green and the reaction was judged as complete by TLC (1:1 hexanes:ethyl acetate; Rf=0.83). The mixture was transferred to a separatory funnel and the organic layer was removed. The aqueous layer was extracted twice with dichloromethane (20 m... Starting materials: ClS(=O)(=O)O (chlorosulfonic acid), FC1=CC=C(C=C1)O (4-fluorophenol), Cl (HCl). Solvent: C(Cl)(Cl)Cl (CHCl3). Run at time 30 minute. The product is FC=1C=CC(=C(C1)S(=O)(=O)O)O (5-Fluoro-2-hydroxybenzenesulfonic acid). Reaction SMILES: [F:1][C:2]1[CH:7]=[CH:6][C:5]([OH:8])=[CH:4][CH:3]=1.Cl[S:10]([OH:13])(=[O:12])=[O:11].Cl>C(Cl)(Cl)Cl>[F:1][C:2]1[CH:7]=[CH:6][C:5]([OH:8])=[C:4]([S:10]([OH:13])(=[O:12])=[O:11])[CH:3]=1. Reported procedure: 200 g (1.78 mol) of 4-fluorophenol are dissolved under a nitrogen atmosphere in 1300 ml of CHCl3 (distilled, dried over CaCl2). Added dropwise to this solution, over a period of 1 hour at room temperature with stirring, are 131 ml(229 g=1.96 mol) of chlorosulfonic acid, a vigorous release of HCl being observed initially, which dies down 30 min after completion and ceases entirely after a further 3 hours. After a reaction time of 24 hours, the precipitated product is filtered off with suction at ... The reactants are C1(=CC=CC=C1)P(C1=CC=CC=C1)C1=CC=CC=C1 (triphenylphosphine), COC(=O)C=1N=C(SC1)N (2-aminothiazole-4-carboxylic acid methyl ester), C1(CCCC1)C/C=C(/C(=O)O)\C1=CC=C(C=C1)S(=O)(=O)C ((E)-4-cyclopentyl-2-(4-methanesulfonyl-phenyl)-but-2-enoic acid). Run in C(Cl)Cl (methylene chloride). Run at temperature 0 celsius, time 30 minute. Yields the product hexanes ethyl acetate, COC(=O)C=1N=C(SC1)NC(\C(=C\CC1CCCC1)\C1=CC=C(C=C1)S(=O)(=O)C)=O ((E)-2-[4-cyclopentyl-2-(4-methanesulfonyl-phenyl)-but-2-enoylamino]-thiazole-4-carboxylic acid methyl ester). Yield: 55.7%. Reaction SMILES: C1(P(C2C=CC=CC=2)C2C=CC=CC=2)C=CC=CC=1.[CH:20]1([CH2:25]/[CH:26]=[C:27](\[C:31]2[CH:36]=[CH:35][C:34]([S:37]([CH3:40])(=[O:39])=[O:38])=[CH:33][CH:32]=2)/[C:28]([OH:30])=O)[CH2:24][CH2:23][CH2:22][CH2:21]1.[CH3:41][O:42][C:43]([C:45]1[N:46]=[C:47]([NH2:50])[S:48][CH:49]=1)=[O:44]>C(Cl)Cl>[CH3:41][O:42][C:43]([C:45]1[N:46]=[C:47]([NH:50][C:28](=[O:30])/[C:27](/[C:31]2[CH:36]=[CH:35][C:34]([S:37]([CH3:40])(=[O:39])=[O:38])=[CH:33][CH:32]=2)=[CH:26]/[CH2:25][CH:20]2[CH2:21][CH2:22][CH2:23][CH2:24]2)[S:48][CH:49]=1)=[O:44]. Procedure: A solution of triphenylphosphine (525 mg, 2 mmol) in methylene chloride (25 mL) was cooled to 0° C. and then treated with N-bromosuecinimide (355 mg, 2 mmol). The reaction mixture was stirred at 0° C. for 30 min and then treated with (E)-4-cyclopentyl-2-(4-methanesulfonyl-phenyl)-but-2-enoic acid (prepared in Example 21, 308 mg, 1 mmol). The clear solution was stirred for 10 min at 0° C. and then allowed to warm to 25° C. where it was stirred for 1 h. The reaction mixture was then treated with 2... Starting materials: Cc1onc(-c2ccccc2)c1-c1cn2ccc(C(=O)O)cc2n1, CCN(C(C)C)C(C)C, NCC1CC1, CN(C)C=O. The product is Cc1onc(-c2ccccc2)c1-c1cn2ccc(C(=O)NCC3CC3)cc2n1. As a reaction SMILES: [CH3:1][c:2]1[c:3](-[c:13]2[n:14][c:15]3[n:16]([cH:17][cH:18][c:19]([C:21](=[O:22])[OH:23])[cH:20]3)[cH:24]2)[c:4](-[c:7]2[cH:8][cH:9][cH:10][cH:11][cH:12]2)[n:5][o:6]1.[CH:25]([N:26]([CH2:27][CH3:28])[CH:29]([CH3:30])[CH3:31])([CH3:32])[CH3:33].[NH2:34][CH2:35][CH:36]1[CH2:37][CH2:38]1.[O:39]=[CH:40][N:41]([CH3:42])[CH3:43]>>[CH3:1][c:2]1[c:3](-[c:13]2[n:14][c:15]3[n:16]([cH:17][cH:18][c:19]([C:21](=[O:23])[NH:34][CH2:35][CH:36]4[CH2:37][CH2:38]4)[cH:20]3)[cH:24]2)[c:4](-[c:7]2[cH:8][cH:9][cH:10][cH:11][cH:12]2)[n:5][o:6]1.